From a dataset of the Open Reaction Database (ORD), a public repository of structured organic reaction records. describe an organic reaction: reactants, conditions, products, and yield Starting materials: CC(=O)O, Cc1ccc(S(=O)(=O)n2ccc3c(Nc4ccc5c(cnn5C)c4)nc(Nc4ccc(C(N)=O)cc4)nc32)cc1, [K+], C1COCCO1, [OH-]. The product is Cn1ncc2cc(Nc3nc(Nc4ccc(C(N)=O)cc4)nc4[nH]ccc34)ccc21. Reaction SMILES: [C:43]([OH:44])(=[O:45])[CH3:46].[CH3:1][n:2]1[n:3][cH:4][c:5]2[cH:6][c:7]([NH:11][c:12]3[c:13]4[c:14]([n:15][c:16]([NH:18][c:19]5[cH:20][cH:21][c:22]([C:23](=[O:24])[NH2:25])[cH:26][cH:27]5)[n:17]3)[n:28]([S:31]([c:32]3[cH:33][cH:34][c:35]([CH3:36])[cH:37][cH:38]3)(=[O:39])=[O:40])[cH:29][cH:30]4)[cH:8][cH:9][c:10]12.[K+:42].[O:47]1[CH2:48][CH2:49][O:50][CH2:51][CH2:52]1.[OH-:41]>>[CH3:1][n:2]1[n:3][cH:4][c:5]2[cH:6][c:7]([NH:11][c:12]3[c:13]4[c:14]([n:15][c:16]([NH:18][c:19]5[cH:20][cH:21][c:22]([C:23](=[O:24])[NH2:25])[cH:26][cH:27]5)[n:17]3)[nH:28][cH:29][cH:30]4)[cH:8][cH:9][c:10]12. Starting materials: [N+](=O)([O-])[O-].[K+] (potassium nitrate), OC1=NC2=CC=C3C(=C2N=C1O)N(N=N3)C (7,8-dihydroxy-1-methyl-1H-1,2,3-triazolo[4,5-f]quinoxaline). Solvent: S(O)(O)(=O)=O (sulfuric acid). Product: OC1=NC2=CC(=C3C(=C2N=C1O)N(N=N3)C)[N+](=O)[O-] (7,8-Dihydroxy-1-methyl-4-nitro-1H-1,2,3-triazolo[4,5-f]quinoxaline). The yield is 65.4%. Reaction SMILES: [N+:1]([O-:4])([O-])=[O:2].[K+].[OH:6][C:7]1[C:16]([OH:17])=[N:15][C:14]2[C:9](=[CH:10][CH:11]=[C:12]3[N:20]=[N:19][N:18]([CH3:21])[C:13]3=2)[N:8]=1>S(=O)(=O)(O)O>[OH:6][C:7]1[C:16]([OH:17])=[N:15][C:14]2[C:9](=[CH:10][C:11]([N+:1]([O-:4])=[O:2])=[C:12]3[N:20]=[N:19][N:18]([CH3:21])[C:13]3=2)[N:8]=1 |f:0.1|. Procedure details: Finely powdered potassium nitrate (0.71 g, 7 mmol) was added portionwise to a stirred solution of 7,8-dihydroxy-1-methyl-1H-1,2,3-triazolo[4,5-f]quinoxaline (1.52 g, 7 mmol) in 28 ml of conc. sulfuric acid at 0° C. After about 1 h the ice bath was removed and stirring was continued over night at room temperature. Then an additional amount of potassium nitrate (0.7 g) was added and the mixture was stirred for 4 h at room temperature. Now the solution was poured into 150 ml of ice/water and the pr... Reactants: N1N=NN=C1C=1C=C(C=CC1)NC(=O)C1NC(C(C1C1=C(C(=CC=C1)Cl)F)(C#N)C1=C(C=C(C=C1)Cl)F)CC(C)(C)C (Rac (2R,3S,4R,5S)-3-(3-Chloro-2-fluoro-phenyl)-4-(4-chloro-2-fluoro-phenyl)-4-cyano-5-(2,2-dimethyl-propyl)-pyrrolidine-2-carboxylic acid [3-(1H-tetrazol-5-yl)-phenyl]-amide). Run in CO (methanol). The product is N1N=NN=C1C=1C=C(C=CC1)NC(=O)[C@H]1N[C@@H]([C@@]([C@@H]1C1=C(C(=CC=C1)Cl)F)(C#N)C1=C(C=C(C=C1)Cl)F)CC(C)(C)C ((2S,3R,4S,5R)-3-(3-Chloro-2-fluoro-phenyl)-4-(4-chloro-2-fluoro-phenyl)-4-cyano-5-(2,2-dimethyl-propyl)-pyrrolidine-2-carboxylic acid [3-(1H-tetrazol-5-yl)-phenyl]-amide). As a reaction SMILES: [NH:1]1[C:5]([C:6]2[CH:7]=[C:8]([NH:12][C:13]([CH:15]3[CH:19]([C:20]4[CH:25]=[CH:24][CH:23]=[C:22]([Cl:26])[C:21]=4[F:27])[C:18]([C:30]4[CH:35]=[CH:34][C:33]([Cl:36])=[CH:32][C:31]=4[F:37])([C:28]#[N:29])[CH:17]([CH2:38][C:39]([CH3:42])([CH3:41])[CH3:40])[NH:16]3)=[O:14])[CH:9]=[CH:10][CH:11]=2)=[N:4][N:3]=[N:2]1>CO>[NH:4]1[C:5]([C:6]2[CH:7]=[C:8]([NH:12][C:13]([C@@H:15]3[C@@H:19]([C:20]4[CH:25]=[CH:24][CH:23]=[C:22]([Cl:26])[C:21]=4[F:27])[C@@:18]([C:30]4[CH:35]=[CH:34][C:33]([Cl:36])=[CH:32][C:31]=4[F:37])([C:28]#[N:29])[C@@H:17]([CH2:38][C:39]([CH3:42])([CH3:41])[CH3:40])[NH:16]3)=[O:14])[CH:9]=[CH:10][CH:11]=2)=[N:1][N:2]=[N:3]1. Procedure details: Rac (2R,3S,4R,5S)-3-(3-Chloro-2-fluoro-phenyl)-4-(4-chloro-2-fluoro-phenyl)-4-cyano-5-(2,2-dimethyl-propyl)-pyrrolidine-2-carboxylic acid [3-(1H-tetrazol-5-yl)-phenyl]-amide (690 mg) was resolved on a Berger SFC machine under 100 bar, 30° C. with 10% of methanol on an O.D. column gave two separated peaks. Peak 1, 256 mg (undesired), peak 2, 186 mg (desired).